Dataset: the Open Reaction Database (ORD), a public repository of structured organic reaction records. Task: describe an organic reaction: reactants, conditions, products, and yield Starting materials: CCN(C(C)C)C(C)C, COCCl, ClCCl, CC1(CO)CCCN(CC2COc3ccccc3O2)C1, O. The product is COCOCC1(C)CCCN(CC2COc3ccccc3O2)C1. Reaction SMILES: [CH:21]([N:22]([CH2:23][CH3:24])[CH:25]([CH3:26])[CH3:27])([CH3:28])[CH3:29].[Cl:30][CH2:31][O:32][CH3:33].[Cl:35][CH2:36][Cl:37].[O:1]1[CH:2]([CH2:11][N:12]2[CH2:13][C:14]([CH3:18])([CH2:19][OH:20])[CH2:15][CH2:16][CH2:17]2)[CH2:3][O:4][c:5]2[c:6]1[cH:7][cH:8][cH:9][cH:10]2.[OH2:34]>>[O:1]1[CH:2]([CH2:11][N:12]2[CH2:13][C:14]([CH3:18])([CH2:19][O:20][CH2:31][O:32][CH3:33])[CH2:15][CH2:16][CH2:17]2)[CH2:3][O:4][c:5]2[c:6]1[cH:7][cH:8][cH:9][cH:10]2. The reactants are ice, BrC=1C(=CC=C2N=C(C(NC12)=O)C)F (8-bromo-7-fluoro-3-methylquinoxalin-2(1H)-one), CCN(C(C)C)C(C)C (DIEA), C1(CC1)N (cyclopropanamine). Solvent: CS(=O)C (DMSO). Reaction conditions: temperature 85 celsius. The product is BrC=1C(=CC=C2N=C(C(=NC12)NC1CC1)C)F (8-bromo-N-cyclopropyl-7-fluoro-3-methylquinoxalin-2-amine). Yield: 72.1%. RXN SMILES: [Br:1][C:2]1[C:3]([F:14])=[CH:4][CH:5]=[C:6]2[C:11]=1[NH:10][C:9](=O)[C:8]([CH3:13])=[N:7]2.CC[N:17]([CH:21]([CH3:23])[CH3:22])C(C)C.C1(N)CC1>CS(C)=O>[Br:1][C:2]1[C:3]([F:14])=[CH:4][CH:5]=[C:6]2[C:11]=1[N:10]=[C:9]([NH:17][CH:21]1[CH2:23][CH2:22]1)[C:8]([CH3:13])=[N:7]2. Procedure: A mixture of 5-bromo-3-chloro-6-fluoro-2-methylquinoxaline (600) (4.0 g, 14.52 mmol), DIEA (5.07 mL, 29.0 mmol) and cyclopropanamine (2.01 mL, 29.0 mmol) in DMSO (10 mL) in a sealed glass tube was heated in an oil bath at 85° C. for 3 h. The reaction mixture was poured onto 50 g of ice; the insoluble yellow solid was filtered, washed with 2×25 mL of water followed by 2×15 mL of hexanes. The yellow solid was collected and dried in a vacuum oven at 45° C. for 1 h to afford 3.1 g of the title compo...